From a dataset of the Open Reaction Database (ORD), a public repository of structured organic reaction records. describe an organic reaction: reactants, conditions, products, and yield Reactants: COC1=CC=C(CN2C(C=3N(C=CC(C3C23CCCCC3)=O)C)=O)C=C1 (6′-(4-methoxybenzyl)-1′-methylspiro[cyclohexane-1,5′-pyrrolo[3,4-b]pyridine]-4′,7′(1′H,6′H)-dione), BrN1C(CCC1=O)=O (N-bromosuccinimide). Run in O (water), C(Cl)(Cl)(Cl)Cl (carbon tetrachloride). Reaction conditions: temperature 90 celsius. Product: BrC=1C(C2=C(N(C1)C)C(N(C21CCCCC1)CC1=CC=C(C=C1)OC)=O)=O (3′-bromo-6′-(4-methoxybenzyl)-1′-methylspiro[cyclohexane-1,5′-pyrrolo[3,4-b]pyridine]-4′,7′(1′H,6′H)-dione). RXN SMILES: [CH3:1][O:2][C:3]1[CH:26]=[CH:25][C:6]([CH2:7][N:8]2[C:16]3([CH2:21][CH2:20][CH2:19][CH2:18][CH2:17]3)[C:15]3[C:14](=[O:22])[CH:13]=[CH:12][N:11]([CH3:23])[C:10]=3[C:9]2=[O:24])=[CH:5][CH:4]=1.[Br:27]N1C(=O)CCC1=O>C(Cl)(Cl)(Cl)Cl.O>[Br:27][C:13]1[C:14](=[O:22])[C:15]2[C:16]3([CH2:21][CH2:20][CH2:19][CH2:18][CH2:17]3)[N:8]([CH2:7][C:6]3[CH:5]=[CH:4][C:3]([O:2][CH3:1])=[CH:26][CH:25]=3)[C:9](=[O:24])[C:10]=2[N:11]([CH3:23])[CH:12]=1. Procedure details: To a solution of 6′-(4-methoxybenzyl)-1′-methylspiro[cyclohexane-1,5′-pyrrolo[3,4-b]pyridine]-4′,7′(1′H,6′H)-dione (1.0 mmol, 1 eq) in carbon tetrachloride (25 mL), add N-bromosuccinimide and heat the mixture at 90° C. for 16 h. After completion the mixture was diluted with water and extracted with ethyl acetate. Remove the solvent under reduced pressure to get the crude. Purify the crude by column chromatography to afford 3′-bromo-6′-(4-methoxybenzyl)-1′-methylspiro[cyclohexane-1,5′-pyrrolo[3,4... Starting materials: BrC1=CC=CC(=N1)C1=CN=C(S1)N1CC(N(CC1)C)=O (4-[5-(6-bromopyridin-2-yl)thiazol-2-yl]-1-methylpiperazin-2-one), NC1=NC=CC(=C1)C (2-amino-4-methylpyridine), C1(=CC=CC=C1)P(C1=C(C2=CC=CC=C2C=C1)C1=C(C=CC2=CC=CC=C12)P(C1=CC=CC=C1)C1=CC=CC=C1)C1=CC=CC=C1 (2,2′-bis(diphenylphosphino)-1,1′-binaphthyl), C([O-])([O-])=O.[Cs+].[Cs+] (cesium carbonate). The reagents and catalysts are C(C)(=O)[O-].[Pd+2].C(C)(=O)[O-] (palladium acetate). The solvent is O (Water), C1(=CC=CC=C1)C (toluene). Conditions: temperature 100 celsius, time 8 hour. The product is CN1C(CN(CC1)C=1SC(=CN1)C1=NC(=CC=C1)NC1=NC=CC(=C1)C)=O (1-methyl-4-{5-[6-(4-methylpyridin-2-ylamino)pyridin-2-yl]thiazol-2-yl}piperazin-2-one). Isolated yield 38.2%. RXN SMILES: Br[C:2]1[N:7]=[C:6]([C:8]2[S:12][C:11]([N:13]3[CH2:18][CH2:17][N:16]([CH3:19])[C:15](=[O:20])[CH2:14]3)=[N:10][CH:9]=2)[CH:5]=[CH:4][CH:3]=1.[NH2:21][C:22]1[CH:27]=[C:26]([CH3:28])[CH:25]=[CH:24][N:23]=1.C1(P(C2C=CC=CC=2)C2C=CC3C(=CC=CC=3)C=2C2C3C(=CC=CC=3)C=CC=2P(C2C=CC=CC=2)C2C=CC=CC=2)C=CC=CC=1.C(=O)([O-])[O-].[Cs+].[Cs+]>C1(C)C=CC=CC=1.C([O-])(=O)C.[Pd+2].C([O-])(=O)C.O>[CH3:19][N:16]1[CH2:17][CH2:18][N:13]([C:11]2[S:12][C:8]([C:6]3[CH:5]=[CH:4][CH:3]=[C:2]([NH:21][C:22]4[CH:27]=[C:26]([CH3:28])[CH:25]=[CH:24][N:23]=4)[N:7]=3)=[CH:9][N:10]=2)[CH2:14][C:15]1=[O:20] |f:3.4.5,7.8.9|. Reported procedure: 4-[5-(6-bromopyridin-2-yl)thiazol-2-yl]-1-methylpiperazin-2-one obtained in Step 5 (188 mg, 0.53 mmol) was dissolved in toluene (5 ml), and after 2-amino-4-methylpyridine (58 mg, 0.53 mmol) was added, 2,2′-bis(diphenylphosphino)-1,1′-binaphthyl (66 mg, 0.11 mmol), palladium acetate (18 mg, 0.08 mmol) and cesium carbonate (260 mg, 0.80 mmol) were added and the mixture was stirred overnight at 100° C. Water was added to the reaction solution and extracted with ethyl acetate and the organic layer w... RXN SMILES: [Br:1][C:2]1[CH:7]=[C:6]([F:8])[CH:5]=[CH:4][C:3]=1[S:9]([NH:12][C:13]1[C:25]([C:26]([O:28][CH3:29])=[O:27])=[C:17]2[O:18][CH2:19][C@H:20]3[CH2:24][CH2:23][CH2:22][N:21]3[C:16]2=[CH:15][CH:14]=1)(=[O:11])=[O:10].NC1C(C(OC)=O)=C2OC[C@@H]3CCCN3C2=CC=1.BrC1C=C(F)C=CC=1S(Cl)(=O)=O>>[Br:1][C:2]1[CH:7]=[C:6]([F:8])[CH:5]=[CH:4][C:3]=1[S:9]([NH:12][C:13]1[C:25]([C:26]([O:28][CH3:29])=[O:27])=[C:17]2[O:18][CH2:19][C@@H:20]3[CH2:24][CH2:23][CH2:22][N:21]3[C:16]2=[CH:15][CH:14]=1)(=[O:11])=[O:10]. Starting materials: BrC1=C(C=CC(=C1)F)S(=O)(=O)NC1=CC=C2C(OC[C@@H]3N2CCC3)=C1C(=O)OC (methyl (R)-7-(2-bromo-4-fluorobenzenesulfonylamino]-2,3,3a,4-tetrahydro-1H-benzo[b]pyrrolo[1,2-d][1,4]oxazine-6-carboxylate), BrC1=C(C=CC(=C1)F)S(=O)(=O)Cl (2-bromo-4-fluorobenzenesulfonyl chloride), NC1=CC=C2C(OC[C@H]3N2CCC3)=C1C(=O)OC (methyl (S)-7-amino-2,3,3a,4-tetrahydro-1H-benzo[b]pyrrolo[1,2-d][1,4]oxazine-6-carboxylate), NC1=CC=C2C(OC[C@H]3N2CCC3)=C1C(=O)OC (methyl (S)-7-amino-2,3,3a,4-tetrahydro-1H-benzo[b]pyrrolo[1,2-d][1,4]oxazine-6-carboxylate). The product is BrC1=C(C=CC(=C1)F)S(=O)(=O)NC1=CC=C2C(OC[C@H]3N2CCC3)=C1C(=O)OC (Methyl (S)-7-(2-bromo-4-fluorobenzenesulfonylamino]-2,3,3a,4-tetrahydro-1H-benzo [b]pyrrolo[1,2-d][1,4]oxazine-6-carboxylate). Procedure details: Prepared by proceeding in a similar manner to Intermediate 2, starting from methyl (S)-7-amino-2,3,3a,4-tetrahydro-1H-benzo[b]pyrrolo[1,2-d][1,4]oxazine-6-carboxylate (Intermediate 13), and 2-bromo-4-fluorobenzenesulfonyl chloride. Reactants: [H-].[Na+] (Sodium hydride), CS(=O)(=O)N (Methanesulfonamide), ClCCCC(CCCCC)OC(C)=O (1-chloro-4-acetoxynonane). Solvent: C1=CC=CC=C1 (benzene), CN(C=O)C (dimethylformamide). Conditions: time 1 hour. The product is C(C)(=O)OC(CCCNS(=O)(=O)C)CCCCC (N-(4-Acetoxynonyl)methanesulfonamide). As a reaction SMILES: [H-].[Na+].[CH3:3][S:4]([NH2:7])(=[O:6])=[O:5].Cl[CH2:9][CH2:10][CH2:11][CH:12]([O:18][C:19](=[O:21])[CH3:20])[CH2:13][CH2:14][CH2:15][CH2:16][CH3:17]>C1C=CC=CC=1.CN(C)C=O>[C:19]([O:18][CH:12]([CH2:13][CH2:14][CH2:15][CH2:16][CH3:17])[CH2:11][CH2:10][CH2:9][NH:7][S:4]([CH3:3])(=[O:6])=[O:5])(=[O:21])[CH3:20] |f:0.1|. Procedure details: Sodium hydride (2 g., 0.083 mole) is suspended in benzene (60 ml.) and dimethylformamide (120 ml.). Methanesulfonamide (7.6 g., 0.08 mole) is added and the suspension is heated on the steam bath for two hours. After the mixture is cooled in an ice bath, 1-chloro-4-acetoxynonane (18.5 g., 0.084 mole) is added dropwise with stirring over one hour. The suspension is heated on the steam bath for twenty hours and separated between ethyl acetate and water. After being washed with water, the organic la... The reactants are ClC=1C(=CC=C2C(C(=CN(C12)CC)C(=O)O)=O)F (8-chloro-1-ethyl-7-fluoro-1,4-dihydro-4-oxo-3-quinolinecarboxylic acid), NC1C2CNCC2C(C=C1)C (4-amino-7-methyl-1,3,3a,4,7,7a-hexahydroisoindole), N12CCN(CC1)CC2 (1,4-diazabicyclo[2.2.2]octane). The solvent is CS(=O)C (dimethyl sulphoxide). Yields the product NC1C2CN(CC2C(C=C1)C)C1=CC=C2C(C(=CN(C2=C1Cl)CC)C(=O)O)=O (7-(4-Amino-7-methyl-1,3,3a,4,7,7a-hexahydroisoindol-2-yl)-8-chloro-1-ethyl-1,4-dihydro-4-oxo-3-quinolinecarboxylic acid). Reaction SMILES: [Cl:1][C:2]1[C:3](F)=[CH:4][CH:5]=[C:6]2[C:11]=1[N:10]([CH2:12][CH3:13])[CH:9]=[C:8]([C:14]([OH:16])=[O:15])[C:7]2=[O:17].[NH2:19][CH:20]1[CH:28]=[CH:27][CH:26]([CH3:29])[CH:25]2[CH:21]1[CH2:22][NH:23][CH2:24]2.N12CCN(CC1)CC2>CS(C)=O>[NH2:19][CH:20]1[CH:28]=[CH:27][CH:26]([CH3:29])[CH:25]2[CH:21]1[CH2:22][N:23]([C:3]1[C:2]([Cl:1])=[C:11]3[C:6]([C:7](=[O:17])[C:8]([C:14]([OH:16])=[O:15])=[CH:9][N:10]3[CH2:12][CH3:13])=[CH:5][CH:4]=1)[CH2:24]2. Reported procedure: 270 mg (1 mmol) of 8-chloro-1-ethyl-7-fluoro-1,4-dihydro-4-oxo-3-quinolinecarboxylic acid together with 180 mg (1.2 mmol) of 4-amino-7-methyl-1,3,3a,4,7,7a-hexahydroisoindole and 224 mg (2 mmol) of 1,4-diazabicyclo[2.2.2]octane are heated for three hours at 100° C. in 10 ml of dimethyl sulphoxide.